Dataset: the Open Reaction Database (ORD), a public repository of structured organic reaction records. Task: describe an organic reaction: reactants, conditions, products, and yield Reactants: BrC=1C=C(C(=NC1)N)I (5-bromo-3-iodopyridin-2-amine), C(C=C)(=O)OC(C)(C)C (tert-butyl acrylate), C(C)N(C(C)C)C(C)C ((i-Pr)2EtN), C(CC)#N (propionitrile), 301, CC1=C(C=CC=C1)P(C2=C(C=CC=C2)C)C3=C(C=CC=C3)C (P(o-tol)3), 299. Reagents/catalysts: CC(=O)[O-].CC(=O)[O-].[Pd+2] (Pd(OAc)2). The solvent is CN(C)C=O (DMF), hexanes, C(C)(=O)OCC (ethyl acetate), hexanes. Conditions: temperature 90 celsius, time 15 minute. Yields the product NC1=NC=C(C=C1/C=C/C(=O)OC(C)(C)C)Br ((E)-tert-butyl 3-(2-amino-5-bromopyridin-3-yl)acrylate). RXN SMILES: [Br:1][C:2]1[CH:3]=[C:4](I)[C:5]([NH2:8])=[N:6][CH:7]=1.[C:10]([O:14][C:15]([CH3:18])([CH3:17])[CH3:16])(=[O:13])[CH:11]=[CH2:12].C(N(C(C)C)C(C)C)C.C(#N)CC.CC1C=CC=CC=1P(C1C=CC=CC=1C)C1C=CC=CC=1C>CC([O-])=O.CC([O-])=O.[Pd+2].C(OCC)(=O)C.CN(C=O)C>[NH2:8][C:5]1[C:4](/[CH:12]=[CH:11]/[C:10]([O:14][C:15]([CH3:18])([CH3:17])[CH3:16])=[O:13])=[CH:3][C:2]([Br:1])=[CH:7][N:6]=1 |f:5.6.7|. Procedure details: A reaction vessel was charged with 5-bromo-3-iodopyridin-2-amine (1 g, 3.35 mmol), tert-butyl acrylate (0.97 mL, 6.69 mmol), and (i-Pr)2EtN (1.75 mL, 10.01 mmol) followed by propionitrile (20 mL) and then DMF (5 mL). The solution was de-oxygenated with argon for 15 minutes. The mixture was treated with Pd(OAc)2 (75 mg, 0.34 mmol) and P(o-tol)3 (204 mg, 0.67 mmol) then heated to 90° C. for 16 h (overnight) then filtered through a pad of silica gel. The filtrate was concentrated and dried under re...